The task is: describe an organic reaction: reactants, conditions, products, and yield. This data is from the Open Reaction Database (ORD), a public repository of structured organic reaction records. The reactants are Cl.Cl.NC1=CC2=C(C=C(S2)C(=O)N[C@H]2CN3CCC2CC3)C=C1 (6-amino-N-[(3R)-1-azabicyclo[2.2.2]oct-3-yl]-1-benzothiophene-2-carboxamide dihydrochloride), C(C)(=O)O[BH-](OC(C)=O)OC(C)=O.[Na+] (sodium triacetoxyborohydride), CC(=O)C (acetone), C(C)(=O)O (acetic acid). Solvent: ClCCCl (1,2-dichloroethane). Reaction conditions: time 6 hour. Yields the product Cl.Cl.N12C[C@@H](C(CC1)CC2)NC(=O)C=2SC1=C(C2)C=CC(=C1)NC(C)C (N-[(3R)-1-Azabicyclo[2.2.2]oct-3-yl]-6-(isopropylamino)-1-benzothiophene-2-carboxamide dihydrochloride). Reaction SMILES: [ClH:1].Cl.[NH2:3][C:4]1[CH:23]=[CH:22][C:7]2[CH:8]=[C:9]([C:11]([NH:13][C@@H:14]3[CH:19]4[CH2:20][CH2:21][N:16]([CH2:17][CH2:18]4)[CH2:15]3)=[O:12])[S:10][C:6]=2[CH:5]=1.[CH3:24][C:25]([CH3:27])=O.C(O)(=O)C.C(O[BH-](OC(=O)C)OC(=O)C)(=O)C.[Na+]>ClCCCl>[ClH:1].[ClH:1].[N:16]12[CH2:21][CH2:20][CH:19]([CH2:18][CH2:17]1)[C@@H:14]([NH:13][C:11]([C:9]1[S:10][C:6]3[CH:5]=[C:4]([NH:3][CH:25]([CH3:27])[CH3:24])[CH:23]=[CH:22][C:7]=3[CH:8]=1)=[O:12])[CH2:15]2 |f:0.1.2,5.6,8.9.10|. Reported procedure: A solution of 150 mg (0.40 mmol) of 6-amino-N-[(3R)-1-azabicyclo[2.2.2]oct-3-yl]-1-benzothiophene-2-carboxamide dihydrochloride and 48 μl (0.65 mmol) of acetone in 1.5 ml of 1,2-dichloroethane is adjusted to pH 4 using acetic acid. 254.8 mg (1.20 mmol) of sodium triacetoxyborohydride are added, and the mixture is stirred at RT for 6 h. The contents of the flask are concentrated under reduced pressure and purified by preparative HPLC. The product fractions are concentrated and the residue is diss... Starting materials: O=C(O)c1ccc2c(c1)S(=O)(=O)c1ccccc1CC2, O=C(O)c1ccc2c(c1)S(=O)(=O)c1ccccc1C=C2. Yields the product O=S1(=O)c2ccccc2CCc2ccc(CO)cc21. Reaction SMILES: [cH:1]1[cH:2][c:3]([C:18](=[O:19])[OH:20])[cH:4][c:5]2[c:11]1[CH2:10][CH2:9][c:8]1[c:7]([cH:15][cH:14][cH:13][cH:12]1)[S:6]2(=[O:16])=[O:17].[cH:21]1[c:22]2[c:34]([cH:35][c:36]([C:37]([OH:38])=[O:39])[cH:40]1)[S:31](=[O:32])(=[O:33])[c:30]1[c:25]([cH:26][cH:27][cH:28][cH:29]1)[CH:24]=[CH:23]2>>[cH:1]1[cH:2][c:3]([CH2:18][OH:19])[cH:4][c:5]2[c:11]1[CH2:10][CH2:9][c:8]1[c:7]([cH:15][cH:14][cH:13][cH:12]1)[S:6]2(=[O:16])=[O:17].